Dataset: the Open Reaction Database (ORD), a public repository of structured organic reaction records. Task: describe an organic reaction: reactants, conditions, products, and yield Starting materials: CCOC(OCC)C(CC(=O)OC(C)(C)C)NS(=O)(=O)c1ccc(NC(C)=O)cc1O, CO, CCOC(=O)N=NC(=O)OCC, C1CCOC1, c1ccc(P(c2ccccc2)c2ccccc2)cc1, CC(O)Cn1ncc2ccccc21. The product is CCOC(OCC)C(CC(=O)OC(C)(C)C)NS(=O)(=O)c1ccc(NC(C)=O)cc1OC(C)Cn1ncc2ccccc21. Reaction SMILES: [C:1]([CH3:2])([CH3:3])([CH3:4])[O:5][C:6]([CH2:7][CH:8]([CH:9]([O:10][CH2:11][CH3:12])[O:13][CH2:14][CH3:15])[NH:16][S:17](=[O:18])(=[O:19])[c:20]1[c:21]([OH:30])[cH:22][c:23]([NH:26][C:27]([CH3:28])=[O:29])[cH:24][cH:25]1)=[O:31].[CH3:76][OH:77].[O:64]=[C:65]([O:66][CH2:67][CH3:68])[N:69]=[N:70][C:71]([O:72][CH2:73][CH3:74])=[O:75].[O:78]1[CH2:79][CH2:80][CH2:81][CH2:82]1.[c:45]1([P:46]([c:47]2[cH:48][cH:49][cH:50][cH:51][cH:52]2)[c:53]2[cH:54][cH:55][cH:56][cH:57][cH:58]2)[cH:59][cH:60][cH:61][cH:62][cH:63]1.[n:32]1([CH2:41][CH:42]([OH:43])[CH3:44])[n:33][cH:34][c:35]2[cH:36][cH:37][cH:38][cH:39][c:40]12>>[C:1]([CH3:2])([CH3:3])([CH3:4])[O:5][C:6]([CH2:7][CH:8]([CH:9]([O:10][CH2:11][CH3:12])[O:13][CH2:14][CH3:15])[NH:16][S:17](=[O:18])(=[O:19])[c:20]1[c:21]([O:30][CH:42]([CH2:41][n:32]2[n:33][cH:34][c:35]3[cH:36][cH:37][cH:38][cH:39][c:40]23)[CH3:44])[cH:22][c:23]([NH:26][C:27]([CH3:28])=[O:29])[cH:24][cH:25]1)=[O:31]. Starting materials: C1(=CC=CC=C1)C (toluene), N (ammonia), COC(C1=C(CN(C=2N=NN(N2)C)CC2=CC(=CC(=C2)C(F)(F)F)C(F)(F)F)C=C(C=C1)C(F)(F)F)C1CCNCC1 (N-(2-(methoxy(piperidin-4-yl)methyl)-5-(trifluoromethyl)benzyl)-N-(3,5-bis(trifluoromethyl)benzyl)-2-methyl-2H-tetrazol-5-amine), CCN(C(C)C)C(C)C (Hunig's base), C(=O)(Cl)Cl (phosgene). Procedure: To a solution of N-(2-(methoxy(piperidin-4-yl)methyl)-5-(trifluoromethyl)benzyl)-N-(3,5-bis(trifluoromethyl)benzyl)-2-methyl-2H-tetrazol-5-amine (19.5 mg, 0.030 mmol) in methylene chloride (0.2 mL) at room temperature was added Hunig's base (7 mg, 10 μL, 0.06 mmol) followed by phosgene in toluene (20%, 25 μL, 0.048 mmol). The mixture was stirred at room temperature for 1 hour. Aqueous ammonia (0.2 mL) was added. The mixture was stirred at room temperature overnight. Solvent was removed in vacuo.... Yields the product FC(C=1C=C(CN(C=2N=NN(N2)C)CC2=C(C=CC(=C2)C(F)(F)F)C(C2CCN(CC2)C(=O)N)OC)C=C(C1)C(F)(F)F)(F)F (4-[(2-{[(3,5-Bis-trifluoromethyl-benzyl)-(2-methyl-2H-tetrazol-5-yl)-amino]-methyl}-4-trifluoromethyl-phenyl)-methoxy-methyl]-piperidine-1-carboxylic acid amide). RXN SMILES: [CH3:1][O:2][CH:3]([CH:37]1[CH2:42][CH2:41][NH:40][CH2:39][CH2:38]1)[C:4]1[CH:32]=[CH:31][C:30]([C:33]([F:36])([F:35])[F:34])=[CH:29][C:5]=1[CH2:6][N:7]([CH2:14][C:15]1[CH:20]=[C:19]([C:21]([F:24])([F:23])[F:22])[CH:18]=[C:17]([C:25]([F:28])([F:27])[F:26])[CH:16]=1)[C:8]1[N:9]=[N:10][N:11]([CH3:13])[N:12]=1.CC[N:45]([CH:49](C)C)C(C)C.C(Cl)(Cl)=[O:53].C1(C)C=CC=CC=1.N>C(Cl)Cl>[F:26][C:25]([F:28])([F:27])[C:17]1[CH:16]=[C:15]([CH:20]=[C:19]([C:21]([F:24])([F:23])[F:22])[CH:18]=1)[CH2:14][N:7]([CH2:6][C:5]1[CH:29]=[C:30]([C:33]([F:36])([F:35])[F:34])[CH:31]=[CH:32][C:4]=1[CH:3]([O:2][CH3:1])[CH:37]1[CH2:38][CH2:39][N:40]([C:49]([NH2:45])=[O:53])[CH2:41][CH2:42]1)[C:8]1[N:9]=[N:10][N:11]([CH3:13])[N:12]=1. The solvent is C(Cl)Cl (methylene chloride). Conditions: time 1 hour. Isolated yield 62.0%. The reactants are Cc1ccc(-c2ccccc2C(=O)Nc2ccc(C(=O)N(C)c3ccccc3OCCCN3C(=O)c4ccccc4C3=O)cc2)cc1, CCO, NN, O. Product: Cc1ccc(-c2ccccc2C(=O)Nc2ccc(C(=O)N(C)c3ccccc3OCCCN)cc2)cc1. As a reaction SMILES: [CH3:1][c:2]1[cH:3][cH:4][c:5](-[c:8]2[c:9]([C:14](=[O:15])[NH:16][c:17]3[cH:18][cH:19][c:20]([C:21](=[O:22])[N:23]([c:24]4[c:25]([O:30][CH2:31][CH2:32][CH2:33][N:34]5[C:35](=[O:36])[c:37]6[cH:38][cH:39][cH:40][cH:41][c:42]6[C:43]5=[O:44])[cH:26][cH:27][cH:28][cH:29]4)[CH3:45])[cH:46][cH:47]3)[cH:10][cH:11][cH:12][cH:13]2)[cH:6][cH:7]1.[CH3:51][CH2:52][OH:53].[NH2:49][NH2:50].[OH2:48]>>[CH3:1][c:2]1[cH:3][cH:4][c:5](-[c:8]2[c:9]([C:14](=[O:15])[NH:16][c:17]3[cH:18][cH:19][c:20]([C:21](=[O:22])[N:23]([c:24]4[c:25]([O:30][CH2:31][CH2:32][CH2:33][NH2:34])[cH:26][cH:27][cH:28][cH:29]4)[CH3:45])[cH:46][cH:47]3)[cH:10][cH:11][cH:12][cH:13]2)[cH:6][cH:7]1. Starting materials: ClCC=1N=C(OC1C)C1=CC=C(C(=O)OC)C=C1 (Methyl 4-[4-(Chloromethyl)-5-methyl-1,3-oxazol-2-yl]benzoate), ClC1=CC=C(C=C1)S(=O)[O-].[Na+] (sodium 4-chlorobenzenesulfinate). Product: ClC1=CC=C(C=C1)S(=O)(=O)CC=1N=C(OC1C)C1=CC=C(C(=O)OC)C=C1 (Methyl 4-(4-{[(4-Chlorophenyl)sulfonyl]methyl}-5-methyl-1,3-oxazol-2-yl)benzoate). Yield: 67.3%. RXN SMILES: Cl[CH2:2][C:3]1[N:4]=[C:5]([C:9]2[CH:18]=[CH:17][C:12]([C:13]([O:15][CH3:16])=[O:14])=[CH:11][CH:10]=2)[O:6][C:7]=1[CH3:8].[Cl:19][C:20]1[CH:25]=[CH:24][C:23]([S:26]([O-:28])=[O:27])=[CH:22][CH:21]=1.[Na+]>>[Cl:19][C:20]1[CH:25]=[CH:24][C:23]([S:26]([CH2:2][C:3]2[N:4]=[C:5]([C:9]3[CH:18]=[CH:17][C:12]([C:13]([O:15][CH3:16])=[O:14])=[CH:11][CH:10]=3)[O:6][C:7]=2[CH3:8])(=[O:28])=[O:27])=[CH:22][CH:21]=1 |f:1.2|. Procedure details: Reaction of chloride 2 (268 mg, 1.0 mmol) and sodium 4-chlorobenzenesulfinate (198 mg, 1.0 mmol) gave benzoate 19 (273 mg, 67%) as a white powder: mp (EtOAc) 186-188° C.; 1H NMR (CDCl3) δ 8.08 (ddd, J=8.7, 1.9, 1.6 Hz, 2H, H-2, H-6), 7.90 (ddd, J=8.7, 1.9, 1.6 Hz, 2H, H-3, H-5), 7.74 (ddd, J=8.7, 2.4, 2.0 Hz, 2H, H-2′, H-6′), 7.49 (ddd, J=8.7, 2.4, 2.0 Hz, 2H, H-3′, H-5′), 4.32 (s, 2H, CH2SO2), 3.94 (s, 3H, OCH3), 2.37 (s, 3H, CH3); MS m/z 407.0 (MH+, 100%), 409.0 (MH+, 35%). Anal. calcd for C19... Reactants: CC[Mg+].[Br-] (EtMgBr), CON(C(=O)C=1C=CC2=C(N=CO2)C1)C (N-methoxy-N-methylbenzo[d]oxazole-5-carboxamide). The solvent is C1CCOC1 (THF). Run at time 2 hour. Yields the product O1C=NC2=C1C=CC(=C2)C(CC)=O (1-(benzo[d]oxazol-5-yl)propan-1-one). Yield: 12.0%. As a reaction SMILES: [CH3:1][CH2:2][Mg+].[Br-].CON(C)[C:8]([C:10]1[CH:11]=[CH:12][C:13]2[O:17][CH:16]=[N:15][C:14]=2[CH:18]=1)=[O:9]>C1COCC1>[O:17]1[C:13]2[CH:12]=[CH:11][C:10]([C:8](=[O:9])[CH2:2][CH3:1])=[CH:18][C:14]=2[N:15]=[CH:16]1 |f:0.1|. Procedure: EtMgBr (1 M, 2.0 eq, 58 mL) was added to a solution of N-methoxy-N-methylbenzo[d]oxazole-5-carboxamide (6 g, 1.0 eq) in dry THF at 0° C., Once addition was complete, the mixture was stirred for 2 h. The reaction mixture was quenched with saturated NH4Cl and extracted with EtOAc. The extract was dried, concentrated, and purified by column chromatography with petroleum ether:EtOAc=1:1 to give the desired product (0.6 g, 12%) The reactants are Oc1ccc(Br)cc1, O=C([O-])[O-], CS(=O)(=O)c1ccc(B(O)O)cc1, COCCOC, [Na+], [Na+], c1ccc(P(c2ccccc2)(c2ccccc2)[Pd](P(c2ccccc2)(c2ccccc2)c2ccccc2)(P(c2ccccc2)(c2ccccc2)c2ccccc2)P(c2ccccc2)(c2ccccc2)c2ccccc2)cc1. The product is CS(=O)(=O)c1ccc(-c2ccc(O)cc2)cc1. As a reaction SMILES: [Br:14][c:15]1[cH:16][cH:17][c:18]([OH:21])[cH:19][cH:20]1.[C:22](=[O:23])([O-:24])[O-:25].[CH3:1][S:2](=[O:3])(=[O:4])[c:5]1[cH:6][cH:7][c:8]([B:11]([OH:12])[OH:13])[cH:9][cH:10]1.[CH3:28][O:29][CH2:30][CH2:31][O:32][CH3:33].[Na+:26].[Na+:27].[cH:34]1[cH:35][cH:36][c:37]([P:38]([Pd:39]([P:40]([c:41]2[cH:42][cH:43][cH:44][cH:45][cH:46]2)([c:47]2[cH:48][cH:49][cH:50][cH:51][cH:52]2)[c:53]2[cH:54][cH:55][cH:56][cH:57][cH:58]2)([P:59]([c:60]2[cH:61][cH:62][cH:63][cH:64][cH:65]2)([c:66]2[cH:67][cH:68][cH:69][cH:70][cH:71]2)[c:72]2[cH:73][cH:74][cH:75][cH:76][cH:77]2)[P:78]([c:79]2[cH:80][cH:81][cH:82][cH:83][cH:84]2)([c:85]2[cH:86][cH:87][cH:88][cH:89][cH:90]2)[c:91]2[cH:92][cH:93][cH:94][cH:95][cH:96]2)([c:97]2[cH:98][cH:99][cH:100][cH:101][cH:102]2)[c:103]2[cH:104][cH:105][cH:106][cH:107][cH:108]2)[cH:109][cH:110]1>>[CH3:1][S:2](=[O:3])(=[O:4])[c:5]1[cH:6][cH:7][c:8](-[c:15]2[cH:16][cH:17][c:18]([OH:21])[cH:19][cH:20]2)[cH:9][cH:10]1. Starting materials: [OH-].[Na+] (sodium hydroxide), C(CCC)OC1=C(C=CC(=C1)CCC(=O)OC)C1=CC(=CC=C1)N(C(=O)NCCCCC)C (methyl 3-[2-butoxy-3′-(1-methyl-3-pentylureido)biphenyl-4-yl]propanoate). Solvent: O1CCCC1.CO (tetrahydrofuran methanol). Yields the product C(CCC)OC1=C(C=CC(=C1)CCC(=O)O)C1=CC(=CC=C1)N(C(=O)NCCCCC)C (3-[2-butoxy-3′-(1-methyl-3-pentylureido)biphenyl-4-yl]propanoic acid). Yield: 46.0%. RXN SMILES: [OH-].[Na+].[CH2:3]([O:7][C:8]1[CH:13]=[C:12]([CH2:14][CH2:15][C:16]([O:18]C)=[O:17])[CH:11]=[CH:10][C:9]=1[C:20]1[CH:25]=[CH:24][CH:23]=[C:22]([N:26]([CH3:35])[C:27]([NH:29][CH2:30][CH2:31][CH2:32][CH2:33][CH3:34])=[O:28])[CH:21]=1)[CH2:4][CH2:5][CH3:6]>O1CCCC1.CO>[CH2:3]([O:7][C:8]1[CH:13]=[C:12]([CH2:14][CH2:15][C:16]([OH:18])=[O:17])[CH:11]=[CH:10][C:9]=1[C:20]1[CH:25]=[CH:24][CH:23]=[C:22]([N:26]([CH3:35])[C:27]([NH:29][CH2:30][CH2:31][CH2:32][CH2:33][CH3:34])=[O:28])[CH:21]=1)[CH2:4][CH2:5][CH3:6] |f:0.1,3.4|. Procedure details: In a manner similar to that of Example (25a), by reaction of 400 mg (10 mmol, 7.5 eq) of sodium hydroxide and methyl 3-[2-butoxy-3′-(1-methyl-3-pentylureido)biphenyl-4-yl]propanoate, obtained in the preceding step, in 6 ml of a tetrahydrofuran/methanol mixture (8/2), and after crystallization from pentane, 220 mg of 3-[2-butoxy-3′-(1-methyl-3-pentylureido)biphenyl-4-yl]propanoic acid are obtained in the form of a white powder (m.p.=78° C.). Yield=46% over the two steps. The reactants are ClC1=C(C(=O)N[C@@H](CC2=CNC=N2)C(=O)N2[C@H](C(=O)N)CCC2)NC(NC1=O)=O (5-chloro-orotyl-L-histidyl-L-prolinamide), [H][H] (hydrogen), [H][H] (hydrogen). The reagents and catalysts are [Pd] (palladium on charcoal). Run in C(C)(=O)O (acetic acid), C(C)(=O)O (acetic acid). Product: Cl.C(C1=CC(=O)NC(=O)N1)(=O)N[C@@H](CC1=CNC=N1)C(=O)N1[C@H](C(=O)N)CCC1 (orotyl-L-histidyl-L-prolinamide-hydrochloride). RXN SMILES: [H][H].[Cl:3][C:4]1[C:29](=[O:30])[NH:28][C:27](=[O:31])[NH:26][C:5]=1[C:6]([NH:8][C@H:9]([C:16]([N:18]1[CH2:25][CH2:24][CH2:23][C@H:19]1[C:20]([NH2:22])=[O:21])=[O:17])[CH2:10][C:11]1[N:15]=[CH:14][NH:13][CH:12]=1)=[O:7]>[Pd].C(O)(=O)C>[ClH:3].[C:6]([NH:8][C@H:9]([C:16]([N:18]1[CH2:25][CH2:24][CH2:23][C@H:19]1[C:20]([NH2:22])=[O:21])=[O:17])[CH2:10][C:11]1[N:15]=[CH:14][NH:13][CH:12]=1)(=[O:7])[C:5]1[NH:26][C:27](=[O:31])[NH:28][C:29](=[O:30])[CH:4]=1 |f:4.5|. Procedure details: 100 mg of 5% palladium on charcoal in 15 ml of glacial acetic acid are pretreated with hydrogen. Then a solution of 850 mg of 5-chloro-orotyl-L-histidyl-L-prolinamide in 30 ml of glacial acetic acid are added and the mixture is shaken in a hydrogen atmosphere at normal pressure and at room temperature. After consumption of 2 m moles of hydrogen the catalyst is filtered off, the filtrate evaporated to a small volume and treated with absolute ether. The precipitate is separated, washed with ether ... Reported procedure: It is contemplated that reacting 4-benzyloxy-3-(methylsulfinyl)phenyl benzoate prepared according to the procedure of Example 3A with cobalt chloride hexahydrate and sodium bobohydride according to the procedure described in Example 1H will give 4-benzyloxy-3-(methylthio)-phenol and that substituting the latter for 4-benzyloxy-3-(methylsulfinyl)phenol in the procedures of Examples 3C and 3D will afford 1-[4-hydroxy-3-(methylthio)phenoxy]-3-[[3-(4-methoxyphenyl)-1-methylpropyl]-amino]-2-propanol ... The reagents and catalysts are O.O.O.O.O.O.[Co](Cl)Cl (cobalt chloride hexahydrate). Yields the product C(C1=CC=CC=C1)OC1=C(C=C(C=C1)O)SC (4-benzyloxy-3-(methylthio)-phenol). Reaction SMILES: C([O:9][C:10]1[CH:15]=[CH:14][C:13]([O:16][CH2:17][C:18]2[CH:23]=[CH:22][CH:21]=[CH:20][CH:19]=2)=[C:12]([S:24]([CH3:26])=O)[CH:11]=1)(=O)C1C=CC=CC=1.[Na]>O.O.O.O.O.O.[Co](Cl)Cl>[CH2:17]([O:16][C:13]1[CH:14]=[CH:15][C:10]([OH:9])=[CH:11][C:12]=1[S:24][CH3:26])[C:18]1[CH:19]=[CH:20][CH:21]=[CH:22][CH:23]=1 |f:2.3.4.5.6.7.8,^1:26|. Starting materials: C(C1=CC=CC=C1)(=O)OC1=CC(=C(C=C1)OCC1=CC=CC=C1)S(=O)C (4-benzyloxy-3-(methylsulfinyl)phenyl benzoate), [Na] (sodium).